From a dataset of the Open Reaction Database (ORD), a public repository of structured organic reaction records. describe an organic reaction: reactants, conditions, products, and yield Yields the product Cl, O=C1COC(=O)N1CC1CCNCC1. Reaction SMILES: [CH:29]([OH:30])([CH3:31])[CH3:32].[ClH:22].[O:1]=[C:2]1[O:3][CH2:4][C:5](=[O:21])[N:6]1[CH2:7][CH:8]1[CH2:9][CH2:10][N:11]([C:14]([O:15][C:16]([CH3:17])([CH3:18])[CH3:19])=[O:20])[CH2:12][CH2:13]1.[O:23]1[CH2:24][CH2:25][O:26][CH2:27][CH2:28]1>>[ClH:22].[O:1]=[C:2]1[O:3][CH2:4][C:5](=[O:21])[N:6]1[CH2:7][CH:8]1[CH2:9][CH2:10][NH:11][CH2:12][CH2:13]1. Reactants: CC(C)O, Cl, CC(C)(C)OC(=O)N1CCC(CN2C(=O)COC2=O)CC1, C1COCCO1. Starting materials: CC[N+](CC)(CC)S(=O)(=O)NC(=O)OC, [OH-], CCOC(=O)c1ccc(C#Cc2ccc3c(c2)C(C)(C)CCC3O)cc1, c1ccccc1. Product: CCOC(=O)c1ccc(C#Cc2ccc3c(c2)C(C)(C)CC=C3)cc1. Reaction SMILES: [CH3:28][O:29][C:30]([NH:31][S:32]([N+:33]([CH2:34][CH3:35])([CH2:36][CH3:37])[CH2:38][CH3:39])(=[O:40])=[O:41])=[O:42].[OH-:27].[OH:1][CH:2]1[c:3]2[cH:4][cH:5][c:6]([C:14]#[C:15][c:16]3[cH:17][cH:18][c:19]([C:20](=[O:21])[O:22][CH2:23][CH3:24])[cH:25][cH:26]3)[cH:7][c:8]2[C:9]([CH3:12])([CH3:13])[CH2:10][CH2:11]1.[cH:43]1[cH:44][cH:45][cH:46][cH:47][cH:48]1>>[CH:2]1=[CH:11][CH2:10][C:9]([CH3:12])([CH3:13])[c:8]2[c:3]1[cH:4][cH:5][c:6]([C:14]#[C:15][c:16]1[cH:17][cH:18][c:19]([C:20](=[O:21])[O:22][CH2:23][CH3:24])[cH:25][cH:26]1)[cH:7]2. RXN SMILES: [CH2:3]([c:4]1[cH:5][cH:6][cH:7][cH:8][cH:9]1)[N:10]([CH:11]([CH2:12][c:13]1[cH:14][nH:15][c:16]2[c:17]([F:23])[cH:18][c:19]([F:22])[cH:20][c:21]12)[CH3:24])[CH2:25][c:26]1[cH:27][cH:28][cH:29][cH:30][cH:31]1.[CH3:34][N:35]([CH3:36])[CH:37]=[O:38].[H-:2].[I:32][CH3:33].[Na+:1]>>[CH2:3]([c:4]1[cH:5][cH:6][cH:7][cH:8][cH:9]1)[N:10]([CH:11]([CH2:12][c:13]1[cH:14][n:15]([CH3:33])[c:16]2[c:17]([F:23])[cH:18][c:19]([F:22])[cH:20][c:21]12)[CH3:24])[CH2:25][c:26]1[cH:27][cH:28][cH:29][cH:30][cH:31]1. The reactants are CC(Cc1c[nH]c2c(F)cc(F)cc12)N(Cc1ccccc1)Cc1ccccc1, CN(C)C=O, [H-], CI, [Na+]. Yields the product CC(Cc1cn(C)c2c(F)cc(F)cc12)N(Cc1ccccc1)Cc1ccccc1. Reactants: C(C)(C)(C)OC(=O)N1[C@@H](CC(C1)=NOC)C(=O)O ((2S,4EZ)-1-(tert-butoxycarbonyl)-4-(methoxyimino)-2-pyrrolidinecarboxylic acid), N(=C=O)CCCCC (1-isocyanatopentane), NCCO (2-aminoethanol). Yields the product OCCNC(=O)[C@H]1N(CC(C1)=NOC)C(=O)NCCCCC ((2S,4EZ)-N2-(2-hydroxyethyl)-4-(methoxyimino)-N1-pentyl-1,2-pyrrolidinedicarboxamide). As a reaction SMILES: C(O[C:6]([N:8]1[CH2:12][C:11](=[N:13][O:14][CH3:15])[CH2:10][C@H:9]1[C:16]([OH:18])=O)=[O:7])(C)(C)C.[N:19]([CH2:22][CH2:23][CH2:24][CH2:25][CH3:26])=C=O.[NH2:27][CH2:28][CH2:29][OH:30]>>[OH:30][CH2:29][CH2:28][NH:27][C:16]([C@@H:9]1[CH2:10][C:11](=[N:13][O:14][CH3:15])[CH2:12][N:8]1[C:6]([NH:19][CH2:22][CH2:23][CH2:24][CH2:25][CH3:26])=[O:7])=[O:18]. Reported procedure: Following the general method as outlined in Example 22, starting from (2S,4EZ)-1-(tert-butoxycarbonyl)-4-(methoxyimino)-2-pyrrolidinecarboxylic acid, 1-isocyanatopentane, and 2-aminoethanol the title compound was obtained in 100% purity by LC/MS. MS(ESI+): m/z=315.2. Reactants: resultant mixture, CCCC(C)C (isohexane), Cl (hydrogen chloride), NC=1C(=NC=NC1Cl)Cl (5-amino-4,6-dichloropyrimidine), NC=1C=C(C=CC1C)NC(C1=CC(=CC(=C1)N1CCOCC1)F)=O (N-(3-amino-4-methylphenyl)-3-fluoro-5-morpholinobenzamide), C(C)(C)NC(C)C (Di-isopropylamine). The solvent is C(C)OCC (diethyl ether), O (Water), C(CCC)O (n-butanol). The product is NC=1C(=NC=NC1Cl)NC1=C(C=CC(=C1)NC(C1=CC(=CC(=C1)N1CCOCC1)F)=O)C (5-Amino-6-chloro-4-[5-(3-fluoro-5-morpholinobenzamido) 2-methylanilino]pyrimidine). The yield is 52.3%. RXN SMILES: Cl.[NH2:2][C:3]1[C:4]([Cl:10])=[N:5][CH:6]=[N:7][C:8]=1Cl.[NH2:11][C:12]1[CH:13]=[C:14]([NH:19][C:20](=[O:34])[C:21]2[CH:26]=[C:25]([N:27]3[CH2:32][CH2:31][O:30][CH2:29][CH2:28]3)[CH:24]=[C:23]([F:33])[CH:22]=2)[CH:15]=[CH:16][C:17]=1[CH3:18].C(NC(C)C)(C)C.CCCC(C)C>C(OCC)C.O.C(O)CCC>[NH2:2][C:3]1[C:8]([NH:11][C:12]2[CH:13]=[C:14]([NH:19][C:20](=[O:34])[C:21]3[CH:26]=[C:25]([N:27]4[CH2:28][CH2:29][O:30][CH2:31][CH2:32]4)[CH:24]=[C:23]([F:33])[CH:22]=3)[CH:15]=[CH:16][C:17]=2[CH3:18])=[N:7][CH:6]=[N:5][C:4]=1[Cl:10]. Procedure: Ethereal hydrogen chloride solution (1M, 1.5 ml) was added to a mixture of 5-amino-4,6-dichloropyrimidine (0.512 g), N-(3-amino-4-methylphenyl)-3-fluoro-5-morpholinobenzamide (0.514 g) and n-butanol (10 ml) and the resultant mixture was stirred and heated to reflux for 24 hours. Di-isopropylamine (1 ml) was added and the mixture was allowed to cool to ambient temperature. Water and a mixture of diethyl ether and isohexane were added and the precipitated solid was collected and dried. There was t... The reactants are COC(=O)C(C)OC1=C(C=CC=C1)S(=O)(=O)N (2-(1-methoxycarbonylethoxy)-benzenesulfonamide), C(CCC)N=C=O (n-butylisocyanate), C(=O)(Cl)Cl (phosgene), C(=O)(Cl)Cl (phosgene). The reagents and catalysts are N1(NCCCCCC1)C1CCCCCCC1 (diazabicyclooctane). The solvent is C=1(C(=CC=CC1)C)C (xylene). The product is COC(=O)C(C)OC1=C(C=CC=C1)S(=O)(=O)N=C=O (2-(1-methoxycarbonylethoxy)benzenesulfonyl isocyanate). The yield is 125.5%. Reaction SMILES: [CH3:1][O:2][C:3]([CH:5]([O:7][C:8]1[CH:13]=[CH:12][CH:11]=[CH:10][C:9]=1[S:14]([NH2:17])(=[O:16])=[O:15])[CH3:6])=[O:4].C(N=[C:23]=[O:24])CCC.C(Cl)(Cl)=O>N1(C2CCCCCCC2)CCCCCCN1.C1(C)C(C)=CC=CC=1>[CH3:1][O:2][C:3]([CH:5]([O:7][C:8]1[CH:13]=[CH:12][CH:11]=[CH:10][C:9]=1[S:14]([N:17]=[C:23]=[O:24])(=[O:16])=[O:15])[CH3:6])=[O:4]. Procedure: A mixture of 12.9 g of 2-(1-methoxycarbonylethoxy)-benzenesulfonamide, 4.9 g of n-butylisocyanate and 0.1 g of diazabicyclooctane and 130 ml of xylene is refluxed for 30 minutes. Then 10 g of phosgene are passed into the solution at the same temperature over 90 minutes. Excess phosgene is expelled with nitrogen and the solution is then cooled and concentrated in vacuo, affording 17.7 g of 2-(1-methoxycarbonylethoxy)benzenesulfonyl isocyanate in the form of a brownish oil which can be further use... Starting materials: ClC1=CC=C(C=C1)C1=NNCC1C1=CC=CC=C1 (3-(4-chlorophenyl)-4-phenyl-4,5-dihydro-1H-pyrazole), ClC1=CC=C(C=C1)N=C=O (4-chlorophenyl isocyanate). The solvent is C(C)OCC (diethyl ether). Conditions: time 8 hour. The product is ClC1=CC=C(C=C1)NC(=O)N1N=C(C(C1)C1=CC=CC=C1)C1=CC=C(C=C1)Cl (N,3-bis-(4-chlorophenyl)-4-phenyl-4,5-dihydro-1H-pyrazole-1-carboxamide). The yield is 88.7%. Reaction SMILES: [Cl:1][C:2]1[CH:7]=[CH:6][C:5]([C:8]2[CH:12]([C:13]3[CH:18]=[CH:17][CH:16]=[CH:15][CH:14]=3)[CH2:11][NH:10][N:9]=2)=[CH:4][CH:3]=1.[Cl:19][C:20]1[CH:25]=[CH:24][C:23]([N:26]=[C:27]=[O:28])=[CH:22][CH:21]=1>C(OCC)C>[Cl:19][C:20]1[CH:25]=[CH:24][C:23]([NH:26][C:27]([N:10]2[CH2:11][CH:12]([C:13]3[CH:14]=[CH:15][CH:16]=[CH:17][CH:18]=3)[C:8]([C:5]3[CH:4]=[CH:3][C:2]([Cl:1])=[CH:7][CH:6]=3)=[N:9]2)=[O:28])=[CH:22][CH:21]=1. Procedure: In a 500 ml round bottomed flask was suspended 55 g of 3-(4-chlorophenyl)-4-phenyl-4,5-dihydro-1H-pyrazole in 250 ml of diethyl ether. The suspension was warmed to reflux and 33 g of 4-chlorophenyl isocyanate was added at a rate to maintain reflux. After cooling and standing overnight the precipitated product was filtered yielding 78 g of white solid. mp 173°-175° C. Reactants: ClC1=C(C(=O)O)C=CC=C1Cl (2,3-dichlorobenzoic acid), FC(C1=CC=C(C=N1)C(CN)CC1(CC1)C(F)F)(F)F (2-(6-trifluoromethyl-pyridin-3-yl)-3-(1-difluoromethyl-cyclopropyl)-propylamine). The product is ClC1=C(C(=O)NCC(CC2(CC2)C(F)F)C=2C=NC(=CC2)C(F)(F)F)C=CC=C1Cl (2,3-Dichloro-N-[3-[1-(difluoromethyl)cyclopropyl]-2-[6-(trifluoromethyl)-3-pyridyl]propyl]benzamide). As a reaction SMILES: [Cl:1][C:2]1[C:10]([Cl:11])=[CH:9][CH:8]=[CH:7][C:3]=1[C:4]([OH:6])=O.[F:12][C:13]([F:31])([F:30])[C:14]1[N:19]=[CH:18][C:17]([CH:20]([CH2:23][C:24]2([CH:27]([F:29])[F:28])[CH2:26][CH2:25]2)[CH2:21][NH2:22])=[CH:16][CH:15]=1>>[Cl:1][C:2]1[C:10]([Cl:11])=[CH:9][CH:8]=[CH:7][C:3]=1[C:4]([NH:22][CH2:21][CH:20]([C:17]1[CH:18]=[N:19][C:14]([C:13]([F:31])([F:12])[F:30])=[CH:15][CH:16]=1)[CH2:23][C:24]1([CH:27]([F:28])[F:29])[CH2:25][CH2:26]1)=[O:6]. Procedure: From 2,3-dichlorobenzoic acid and 2-(6-trifluoromethyl-pyridin-3-yl)-3-(1-difluoromethyl-cyclopropyl)-propylamine. LCMS (MH+): m/z=467.1, tR (minutes, Method G)=2.62 The reactants are NC(CC(=O)O)C1=CC(=C(C=C1)OC)OC1CCCC1 (3-amino-3-(3'-cyclopentyloxy-4'-methoxyphenyl)propionic acid), C(C)(=O)Cl (acetyl chloride). Run in CO (methanol). Run at time 15 minute. Yields the product NC(CC(=O)OC)C1=CC(=C(C=C1)OC)OC1CCCC1 (methyl 3-amino-3-(3'-cyclopentoxy-4'-methoxyphenyl)propionate). Yield: 45.7%. RXN SMILES: [NH2:1][CH:2]([C:7]1[CH:12]=[CH:11][C:10]([O:13][CH3:14])=[C:9]([O:15][CH:16]2[CH2:20][CH2:19][CH2:18][CH2:17]2)[CH:8]=1)[CH2:3][C:4]([OH:6])=[O:5].[C:21](Cl)(=O)C>CO>[NH2:1][CH:2]([C:7]1[CH:12]=[CH:11][C:10]([O:13][CH3:14])=[C:9]([O:15][CH:16]2[CH2:17][CH2:18][CH2:19][CH2:20]2)[CH:8]=1)[CH2:3][C:4]([O:6][CH3:21])=[O:5]. Procedure: To a stirred suspension of 3-amino-3-(3'-cyclopentyloxy-4'-methoxyphenyl)propionic acid (30 grams, 279 mmol) in methanol (150 mL) at 0° C., was added acetyl chloride (15.2 mL, 212 mmol) dropwise. After 15 minutes, the ice-water bath was removed. The resulting clear solution was stirred at room temperature for 2 h. The system was opened and the solvent was blown off with N2 overnight. To the solid was added methanol (50 mL) and ether (300 mL). The resulting suspension was stirred at room temperat... Reactants: O=Cc1ccc(-c2ccc(Br)cc2)o1, O=C([O-])[O-], Cc1ccccc1, CO, O=Cc1ccc(B(O)O)cc1, [Na+], [Na+], [Pd], c1ccc(P(c2ccccc2)c2ccccc2)cc1, c1ccc(P(c2ccccc2)c2ccccc2)cc1, c1ccc(P(c2ccccc2)c2ccccc2)cc1, c1ccc(P(c2ccccc2)c2ccccc2)cc1. The product is O=Cc1ccc(-c2ccc(-c3ccc(C=O)o3)cc2)cc1. As a reaction SMILES: [Br:1][c:2]1[cH:3][cH:4][c:5](-[c:8]2[cH:9][cH:10][c:11]([CH:13]=[O:14])[o:12]2)[cH:6][cH:7]1.[C:15](=[O:16])([O-:17])[O-:18].[CH3:32][c:33]1[cH:34][cH:35][cH:36][cH:37][cH:38]1.[CH3:39][OH:40].[CH:21](=[O:22])[c:23]1[cH:24][cH:25][c:26]([B:29]([OH:30])[OH:31])[cH:27][cH:28]1.[Na+:19].[Na+:20].[Pd:41].[c:42]1([P:43]([c:44]2[cH:45][cH:46][cH:47][cH:48][cH:49]2)[c:50]2[cH:51][cH:52][cH:53][cH:54][cH:55]2)[cH:56][cH:57][cH:58][cH:59][cH:60]1.[c:61]1([P:62]([c:63]2[cH:64][cH:65][cH:66][cH:67][cH:68]2)[c:69]2[cH:70][cH:71][cH:72][cH:73][cH:74]2)[cH:75][cH:76][cH:77][cH:78][cH:79]1.[c:80]1([P:81]([c:82]2[cH:83][cH:84][cH:85][cH:86][cH:87]2)[c:88]2[cH:89][cH:90][cH:91][cH:92][cH:93]2)[cH:94][cH:95][cH:96][cH:97][cH:98]1.[c:99]1([P:100]([c:101]2[cH:102][cH:103][cH:104][cH:105][cH:106]2)[c:107]2[cH:108][cH:109][cH:110][cH:111][cH:112]2)[cH:113][cH:114][cH:115][cH:116][cH:117]1>>[c:2]1(-[c:26]2[cH:25][cH:24][c:23]([CH:21]=[O:22])[cH:28][cH:27]2)[cH:3][cH:4][c:5](-[c:8]2[cH:9][cH:10][c:11]([CH:13]=[O:14])[o:12]2)[cH:6][cH:7]1.